Task: describe an organic reaction: reactants, conditions, products, and yield. Dataset: the Open Reaction Database (ORD), a public repository of structured organic reaction records Reactants: solution, [OH-].[K+] (potassium hydroxide), CO (methanol), C(CC)C1=C2C=CN(C2=CC=C1OCCCSC(C(=O)[O-])C1=CC=CC=C1)C1=CC=C(C=C1)Cl (3-(4-propyl-N-(4-chlorophenyl)-5-indoleoxy)propylthiophenyl-acetate), Cl (hydrochloric acid). Solvent: CO.O (methanol water). Conditions: temperature 30 celsius. Product: ClC=1C=C(C=CC1SCCCOC=1C(=C2C=CN(C2=CC1)C1=CC=C(C=C1)Cl)CCC)CC(=O)O (3-chloro-4-(3-(4-propyl-N-(4-chlorophenyl)-5-indoleoxy) propylthio)phenylacetic acid). RXN SMILES: [CH2:1]([C:4]1[C:12]([O:13][CH2:14][CH2:15][CH2:16][S:17]C(C2C=CC=CC=2)C([O-])=O)=[CH:11][CH:10]=[C:9]2[C:5]=1[CH:6]=[CH:7][N:8]2[C:28]1[CH:33]=[CH:32][C:31]([Cl:34])=[CH:30][CH:29]=1)[CH2:2][CH3:3].[OH-:35].[K+].[CH3:37][OH:38].[ClH:39]>CO.O>[Cl:39][C:9]1[CH:5]=[C:4]([CH2:1][C:37]([OH:38])=[O:35])[CH:12]=[CH:11][C:10]=1[S:17][CH2:16][CH2:15][CH2:14][O:13][C:12]1[C:4]([CH2:1][CH2:2][CH3:3])=[C:5]2[C:9](=[CH:10][CH:11]=1)[N:8]([C:28]1[CH:29]=[CH:30][C:31]([Cl:34])=[CH:32][CH:33]=1)[CH:7]=[CH:6]2 |f:1.2,5.6|. Reported procedure: Methyl 3-chloro-4-(3-(4-propyl-N-(4-chlorophenyl)-5-indoleoxy)propylthiophenyl-acetate (Step F; 100 mg, 0.18 mmol) was taken up in 3 mL methanol:water (2:1). To this was added a 0.5M solution of potassium hydroxide in methanol (1.80 mL, 0.90 mmol). The reaction was heated to 30° C. for 2 hours at which time the mixture was acidified to pH 3 with 1M hydrochloric acid. The aqueous solution was extracted with ethyl acetate and the organic layer was washed with water, brine, dried over magnesium sul... The reactants are [Br-], CC[Mg+], ClCCl, Cc1sc(C)c2c1CCCC2=O, CCOC(C)=O, Ic1cn(C(c2ccccc2)(c2ccccc2)c2ccccc2)cn1. The product is Cc1sc(C)c2c1CCCC2(O)c1cn(C(c2ccccc2)(c2ccccc2)c2ccccc2)cn1. As a reaction SMILES: [Br-:1].[CH2:2]([Mg+:3])[CH3:4].[CH2:42]([Cl:43])[Cl:44].[CH3:30][c:31]1[s:32][c:33]([CH3:41])[c:34]2[c:35]1[CH2:36][CH2:37][CH2:38][C:39]2=[O:40].[CH3:45][CH2:46][O:47][C:48]([CH3:49])=[O:50].[I:5][c:6]1[n:7][cH:8][n:9]([C:11]([c:12]2[cH:13][cH:14][cH:15][cH:16][cH:17]2)([c:18]2[cH:19][cH:20][cH:21][cH:22][cH:23]2)[c:24]2[cH:25][cH:26][cH:27][cH:28][cH:29]2)[cH:10]1>>[c:6]1([C:39]2([OH:40])[c:34]3[c:33]([CH3:41])[s:32][c:31]([CH3:30])[c:35]3[CH2:36][CH2:37][CH2:38]2)[n:7][cH:8][n:9]([C:11]([c:12]2[cH:13][cH:14][cH:15][cH:16][cH:17]2)([c:18]2[cH:19][cH:20][cH:21][cH:22][cH:23]2)[c:24]2[cH:25][cH:26][cH:27][cH:28][cH:29]2)[cH:10]1. Reactants: CCN(CC)C(=O)c1ccc(C(Cl)c2cccc(O[Si](C)(C)C(C)(C)C)c2)cc1, CC1CNC(C)CN1, Cc1ccccc1. The product is CCN(CC)C(=O)c1ccc(C(c2cccc(O[Si](C)(C)C(C)(C)C)c2)N2CC(C)NCC2C)cc1. As a reaction SMILES: [CH2:1]([CH3:2])[N:3]([C:4]([c:5]1[cH:6][cH:7][c:8]([CH:11]([c:12]2[cH:13][c:14]([O:18][Si:19]([CH3:20])([CH3:21])[C:22]([CH3:23])([CH3:24])[CH3:25])[cH:15][cH:16][cH:17]2)[Cl:26])[cH:9][cH:10]1)=[O:27])[CH2:28][CH3:29].[CH3:30][CH:31]1[NH:32][CH2:33][CH:34]([CH3:37])[NH:35][CH2:36]1.[CH3:38][c:39]1[cH:40][cH:41][cH:42][cH:43][cH:44]1>>[CH2:1]([CH3:2])[N:3]([C:4]([c:5]1[cH:6][cH:7][c:8]([CH:11]([c:12]2[cH:13][c:14]([O:18][Si:19]([CH3:20])([CH3:21])[C:22]([CH3:23])([CH3:24])[CH3:25])[cH:15][cH:16][cH:17]2)[N:32]2[CH:31]([CH3:30])[CH2:36][NH:35][CH:34]([CH3:37])[CH2:33]2)[cH:9][cH:10]1)=[O:27])[CH2:28][CH3:29].